This data is from the Open Reaction Database (ORD), a public repository of structured organic reaction records. The task is: describe an organic reaction: reactants, conditions, products, and yield Starting materials: BrC(Br)(Br)Br, ClCCl, COc1cc(Nc2c(C#N)cnc3sc(CCCCO)cc23)cc(OC)c1OC, c1ccc(P(c2ccccc2)c2ccccc2)cc1. The product is COc1cc(Nc2c(C#N)cnc3sc(CCCCBr)cc23)cc(OC)c1OC. As a reaction SMILES: [C:30]([Br:31])([Br:32])([Br:33])[Br:34].[Cl:54][CH2:55][Cl:56].[OH:1][CH2:2][CH2:3][CH2:4][CH2:5][c:6]1[cH:7][c:8]2[c:9]([n:10][cH:11][c:12]([C:27]#[N:28])[c:13]2[NH:14][c:15]2[cH:16][c:17]([O:25][CH3:26])[c:18]([O:23][CH3:24])[c:19]([O:21][CH3:22])[cH:20]2)[s:29]1.[c:35]1([P:36]([c:37]2[cH:38][cH:39][cH:40][cH:41][cH:42]2)[c:43]2[cH:44][cH:45][cH:46][cH:47][cH:48]2)[cH:49][cH:50][cH:51][cH:52][cH:53]1>>[CH2:2]([CH2:3][CH2:4][CH2:5][c:6]1[cH:7][c:8]2[c:9]([n:10][cH:11][c:12]([C:27]#[N:28])[c:13]2[NH:14][c:15]2[cH:16][c:17]([O:25][CH3:26])[c:18]([O:23][CH3:24])[c:19]([O:21][CH3:22])[cH:20]2)[s:29]1)[Br:31]. Starting materials: C(C)OC(CC(=O)C=1C=NC=CC1)=O (Ethyl-2-(3-pyridylcarbonyl)acetate), O.NN (hydrazine hydrate). Product: N1=CC(=CC=C1)C1=NNC(C1)=O (3-(3-pyridyl)-4,5-dihydro-1H-pyrazol-5-one). Yield: 49.5%. RXN SMILES: C([O:3][C:4](=O)[CH2:5][C:6]([C:8]1[CH:9]=[N:10][CH:11]=[CH:12][CH:13]=1)=O)C.O.[NH2:16][NH2:17]>>[N:10]1[CH:11]=[CH:12][CH:13]=[C:8]([C:6]2[CH2:5][C:4](=[O:3])[NH:17][N:16]=2)[CH:9]=1 |f:1.2|. Reported procedure: The starting material was prepared using an analogous procedure to that described in Example 9. Ethyl-2-(3-pyridylcarbonyl)acetate (1 g, 5.18 mmol) was treated with hydrazine hydrate (251 μl, 5.2 mmol) to give 3-(3-pyridyl)-4,5-dihydro-1H-pyrazol-5-one (413 mg, 50%). The reactants are FC1=C(OC2=C(C=C(C3=C2NC(N3)=O)C=O)C=3C2=C(C(N(C3)C)=O)N(C=C2)S(=O)(=O)C2=CC=C(C=C2)C)C=CC(=C1)F (7-(2,4-difluorophenoxy)-6-{6-methyl-1-[(4-methylphenyl)sulfonyl]-7-oxo-6,7-dihydro-1H-pyrrolo[2,3-c]pyridin-4-yl}-2-oxo-2,3-dihydro-1H-benzimidazole-4-carbaldehyde), NCCN1CCOCC1 (N-(2-aminoethyl)morpholine), C(#N)[BH3-].[Na+] (sodium cyanoborohydride), C(#N)[BH3-].[Na+] (sodium cyanoborohydride). The reagents and catalysts are O (water). The solvent is CO (methanol), C(Cl)Cl (methylene chloride), C(C)#N (acetonitrile), CO (methanol). Run at temperature 60 celsius, time 1 hour. Product: FC1=C(OC2=C(C=C(C=3NC(NC32)=O)CNCCN3CCOCC3)C=3C2=C(C(N(C3)C)=O)N(C=C2)S(=O)(=O)C2=CC=C(C=C2)C)C=CC(=C1)F (4-(2,4-Difluorophenoxy)-5-{6-methyl-1-[(4-methylphenyl)sulfonyl]-7-oxo-6,7-dihydro-1H-pyrrolo[2,3-c]pyridin-4-yl}-7-{[(2-morpholin-4-ylethyl)amino]methyl}-1,3-dihydro-2H-benzimidazol-2-one). Yield: 39.9%. Reaction SMILES: [F:1][C:2]1[CH:41]=[C:40]([F:42])[CH:39]=[CH:38][C:3]=1[O:4][C:5]1[C:10]2[NH:11][C:12](=[O:14])[NH:13][C:9]=2[C:8]([CH:15]=O)=[CH:7][C:6]=1[C:17]1[C:18]2[CH:27]=[CH:26][N:25]([S:28]([C:31]3[CH:36]=[CH:35][C:34]([CH3:37])=[CH:33][CH:32]=3)(=[O:30])=[O:29])[C:19]=2[C:20](=[O:24])[N:21]([CH3:23])[CH:22]=1.[NH2:43][CH2:44][CH2:45][N:46]1[CH2:51][CH2:50][O:49][CH2:48][CH2:47]1.C([BH3-])#N.[Na+]>CO.C(Cl)Cl.C(#N)C.O>[F:1][C:2]1[CH:41]=[C:40]([F:42])[CH:39]=[CH:38][C:3]=1[O:4][C:5]1[C:10]2[NH:11][C:12](=[O:14])[NH:13][C:9]=2[C:8]([CH2:15][NH:43][CH2:44][CH2:45][N:46]2[CH2:51][CH2:50][O:49][CH2:48][CH2:47]2)=[CH:7][C:6]=1[C:17]1[C:18]2[CH:27]=[CH:26][N:25]([S:28]([C:31]3[CH:36]=[CH:35][C:34]([CH3:37])=[CH:33][CH:32]=3)(=[O:30])=[O:29])[C:19]=2[C:20](=[O:24])[N:21]([CH3:23])[CH:22]=1 |f:2.3|. Procedure: A suspension of 7-(2,4-difluorophenoxy)-6-{6-methyl-1-[(4-methylphenyl)sulfonyl]-7-oxo-6,7-dihydro-1H-pyrrolo[2,3-c]pyridin-4-yl}-2-oxo-2,3-dihydro-1H-benzimidazole-4-carbaldehyde (25.0 mg, 0.0423 mmol) and N-(2-aminoethyl)morpholine (0.0111 mL, 0.0847 mmol) in methanol (0.40 mL) and methylene chloride (0.40 mL) was heated to 60° C. and stirred at 60° C. for 1 h. The reaction mixture was cooled to 0° C., treated with sodium cyanoborohydride (0.0106 g, 0.169 mmol), warmed to RT and stirred for at... Reactants: CN1CC(CCC1)O (1-methyl-3-piperidinol), C1(=CC=C(C=C1)S(=O)(=O)OC)C (methyl p-toluenesulfonate). Solvent: CC(=O)C (acetone). Product: C1(=CC=C(C=C1)S(=O)(=O)[O-])C.C[N+]1(CC(CCC1)O)C (1,1-Dimethyl-3-hydroxypiperidinium p-toluenesulfonate). Isolated yield 164.1%. RXN SMILES: [CH3:1][N:2]1[CH2:7][CH2:6][CH2:5][CH:4]([OH:8])[CH2:3]1.[C:9]1([CH3:20])[CH:14]=[CH:13][C:12]([S:15]([O:18]C)(=[O:17])=[O:16])=[CH:11][CH:10]=1>CC(C)=O>[C:9]1([CH3:20])[CH:10]=[CH:11][C:12]([S:15]([O-:18])(=[O:16])=[O:17])=[CH:13][CH:14]=1.[CH3:1][N+:2]1([CH3:9])[CH2:7][CH2:6][CH2:5][CH:4]([OH:8])[CH2:3]1 |f:3.4|. Procedure: In 20 ml of acetone was dissolved 2.30 g of 1-methyl-3-piperidinol, and 3.72 g of methyl p-toluenesulfonate was added dropwise to the resulting solution. The mixture was stirred at room temperature, heated under reflux, and cooled to precipitate crystals. The crystals were collected by filtration and dried to give 4.94 g of the desired product, m.p. 125°-127° C. (decomp.). Reactants: COc1ccc(Cl)c(N2C(=O)N(c3ccccc3)c3nc(Cl)ncc3C2C)c1, Nc1ccccc1. Yields the product COc1ccc(Cl)c(N2C(=O)N(c3ccccc3)c3nc(Nc4ccccc4)ncc3C2C)c1. RXN SMILES: [Cl:1][c:2]1[n:3][cH:4][c:5]2[c:6]([n:7]1)[N:8]([c:23]1[cH:24][cH:25][cH:26][cH:27][cH:28]1)[C:9](=[O:22])[N:10]([c:13]1[c:14]([Cl:21])[cH:15][cH:16][c:17]([O:19][CH3:20])[cH:18]1)[CH:11]2[CH3:12].[NH2:29][c:30]1[cH:31][cH:32][cH:33][cH:34][cH:35]1>>[c:2]1([NH:29][c:30]2[cH:31][cH:32][cH:33][cH:34][cH:35]2)[n:3][cH:4][c:5]2[c:6]([n:7]1)[N:8]([c:23]1[cH:24][cH:25][cH:26][cH:27][cH:28]1)[C:9](=[O:22])[N:10]([c:13]1[c:14]([Cl:21])[cH:15][cH:16][c:17]([O:19][CH3:20])[cH:18]1)[CH:11]2[CH3:12]. Starting materials: C1CCOC1, ClC(Cl)Cl, N, CCOC(=O)N=NC(=O)OCC, CC(C)C(=O)Nc1cccc(C2CCN(CCC(O)c3ccccc3)CC2)c1, Oc1ccc(Cl)cc1, c1ccc(P(c2ccccc2)c2ccccc2)cc1. Product: CC(C)C(=O)Nc1cccc(C2CCN(CCC(Oc3ccc(Cl)cc3)c3ccccc3)CC2)c1. Reaction SMILES: [CH2:69]1[O:70][CH2:71][CH2:72][CH2:73]1.[Cl:74][CH:75]([Cl:76])[Cl:77].[NH3:68].[O:56]=[C:57]([O:58][CH2:59][CH3:60])[N:61]=[N:62][C:63]([O:64][CH2:65][CH3:66])=[O:67].[OH:1][CH:2]([CH2:3][CH2:4][N:5]1[CH2:6][CH2:7][CH:8]([c:11]2[cH:12][c:13]([NH:17][C:18]([CH:19]([CH3:20])[CH3:21])=[O:22])[cH:14][cH:15][cH:16]2)[CH2:9][CH2:10]1)[c:23]1[cH:24][cH:25][cH:26][cH:27][cH:28]1.[OH:29][c:30]1[cH:31][cH:32][c:33]([Cl:34])[cH:35][cH:36]1.[c:37]1([P:38]([c:39]2[cH:40][cH:41][cH:42][cH:43][cH:44]2)[c:45]2[cH:46][cH:47][cH:48][cH:49][cH:50]2)[cH:51][cH:52][cH:53][cH:54][cH:55]1>>[O:1]([CH:2]([CH2:3][CH2:4][N:5]1[CH2:6][CH2:7][CH:8]([c:11]2[cH:12][c:13]([NH:17][C:18]([CH:19]([CH3:20])[CH3:21])=[O:22])[cH:14][cH:15][cH:16]2)[CH2:9][CH2:10]1)[c:23]1[cH:24][cH:25][cH:26][cH:27][cH:28]1)[c:30]1[cH:31][cH:32][c:33]([Cl:34])[cH:35][cH:36]1. Reactants: C(C)[Mg]Br (Ethylmagnesium bromide), ClC1=CC=CC=2SC(=CC21)C(=O)N(C)OC (4-chloro-N-methoxy-N-methylbenzo[b]thiophene-2-carboxamide), O (Water), Cl (hydrochloric acid), C(C)[Mg]Br (ethylmagnesium bromide). Run in O1CCCC1 (tetrahydrofuran). Reaction conditions: time 30 minute. The product is ClC1=CC=CC=2SC(=CC21)C(CC)=O (1-(4-chlorobenzo[b]thiophen-2-yl)propan-1-one). RXN SMILES: [CH2:1]([Mg]Br)[CH3:2].[Cl:5][C:6]1[C:14]2[CH:13]=[C:12]([C:15](N(OC)C)=[O:16])[S:11][C:10]=2[CH:9]=[CH:8][CH:7]=1.O.Cl>O1CCCC1>[Cl:5][C:6]1[C:14]2[CH:13]=[C:12]([C:15](=[O:16])[CH2:1][CH3:2])[S:11][C:10]=2[CH:9]=[CH:8][CH:7]=1. Procedure: Ethylmagnesium bromide (1M solution in tetrahydrofuran; 17.2 ml) was added under nitrogen to a stirred solution of 4-chloro-N-methoxy-N-methylbenzo[b]thiophene-2-carboxamide (4 g; prepared in a manner similar to that described in Example 18) in tetrahydrofuran (120 ml) then the mixture was allowed to stand at ambient temperature for 30 minutes, heated under reflux for 30 minutes and allowed to stand at ambient temperature for 30 minutes. Further ethylmagnesium bromide (1M solution in tetrahydrof... The reactants are COC=1C=CC2=C(SC(=C2)C2=CC=C(C=C2)OCCN2CCCC2)C1 (6-methoxy-2-[4-[2-(1-pyrrolidinyl)ethoxy]phenyl]benzo[b]thiophene), [Cl-].[Al+3].[Cl-].[Cl-] (aluminum chloride), BrC=1C=C(C(=O)O)C=CC1F (3-Bromo-4-fluorobenzoic acid), C(C(=O)Cl)(=O)Cl (oxalyl chloride), [Cl-].[Ca+2].[Cl-] (calcium chloride), C([O-])(O)=O.[Na+] (sodium bicarbonate). Run in ClCCl (dichloromethane). Conditions: time 24 hour. The product is COC=1C=CC2=C(SC(=C2C(=O)C2=CC(=C(C=C2)F)Br)C2=CC=C(C=C2)OCCN2CCCC2)C1 (3-bromo-4-fluorophenyl 6-methoxy-2-[4-[2-(1-pyrrolidinyl)-ethoxy]phenyl]benzo[b]thiophen-3-yl ketone). RXN SMILES: [Br:1][C:2]1[CH:3]=[C:4]([CH:8]=[CH:9][C:10]=1[F:11])[C:5]([OH:7])=O.C(Cl)(=O)C(Cl)=O.[Cl-].[Ca+2].[Cl-].[CH3:21][O:22][C:23]1[CH:24]=[CH:25][C:26]2[CH:30]=[C:29]([C:31]3[CH:36]=[CH:35][C:34]([O:37][CH2:38][CH2:39][N:40]4[CH2:44][CH2:43][CH2:42][CH2:41]4)=[CH:33][CH:32]=3)[S:28][C:27]=2[CH:45]=1.[Cl-].[Al+3].[Cl-].[Cl-].C(=O)(O)[O-].[Na+]>ClCCl>[CH3:21][O:22][C:23]1[CH:24]=[CH:25][C:26]2[C:30]([C:5]([C:4]3[CH:8]=[CH:9][C:10]([F:11])=[C:2]([Br:1])[CH:3]=3)=[O:7])=[C:29]([C:31]3[CH:32]=[CH:33][C:34]([O:37][CH2:38][CH2:39][N:40]4[CH2:44][CH2:43][CH2:42][CH2:41]4)=[CH:35][CH:36]=3)[S:28][C:27]=2[CH:45]=1 |f:2.3.4,6.7.8.9,10.11|. Procedure details: 3-Bromo-4-fluorobenzoic acid (0.66 g; 3.0 mmol) and 1.57 mL (18.0 mmol) of oxalyl chloride in 10 mL of dichloromethane in a flask protected from moisture by a calcium chloride filled drying tube was stirred at room temperature for 24 h. The mixture was concentrated under reduced pressure to a white solid acid chloride. The crude acid chloride was dissolved in 50 mL of dichloroethane in an argon atmosphere, To this was added at 0° C. 6-methoxy-2-[4-[2-(1-pyrrolidinyl)ethoxy]phenyl]benzo[b]thiophe... Product: NC(=O)CNC(=O)c1ccccc1I. Reactants: Cl, O=C(Cl)c1ccccc1I, NCC(N)=O, [Na+], C1CCOC1, [OH-], O. Reaction SMILES: [ClH:1].[I:9][c:10]1[c:11]([C:12](=[O:13])[Cl:14])[cH:15][cH:16][cH:17][cH:18]1.[NH2:2][CH2:3][C:4](=[O:5])[NH2:6].[Na+:8].[O:20]1[CH2:21][CH2:22][CH2:23][CH2:24]1.[OH-:7].[OH2:19]>>[NH:2]([CH2:3][C:4](=[O:5])[NH2:6])[C:12]([c:11]1[c:10]([I:9])[cH:18][cH:17][cH:16][cH:15]1)=[O:13].